Dataset: the Open Reaction Database (ORD), a public repository of structured organic reaction records. Task: describe an organic reaction: reactants, conditions, products, and yield Reactants: [N+](=O)([O-])C=1C=CC(=NC1)SSC1=NC=C(C=C1)[N+](=O)[O-] (2,2′-Dithio-bis(5-nitropyridine)), Long chain alkyl amine-CPG, C1(=CC=CC=C1)P(C1=CC=CC=C1)C1=CC=CC=C1 (triphenylphosphine), OC1C[C@H](NC1)CO.CC(C)CCC[C@@H](C)[C@H]1CC[C@H]2[C@@H]3CC=C4C[C@@H](S)CC[C@]4(C)[C@H]3CC[C@]12C.C(CCC(=O)[O-])(=O)[O-] (4-Hydroxy-L-prolinol thiocholesterol succinate). Reagents/catalysts: CN(C)C=1C=CN=CC1 (DMAP). Solvent: C(C)#N.ClC(C)Cl (acetonitrile dichloroethane), C(C)#N (acetonitrile), ClC(C)Cl (dichloroethane). Yields the product CC(C)CCC[C@@H](C)[C@H]1CC[C@H]2[C@@H]3CC=C4C[C@@H](S)CC[C@]4(C)[C@H]3CC[C@]12C (Thiocholesterol). RXN SMILES: OC1CN[C@H](CO)C1.[CH3:9][CH:10]([CH2:12][CH2:13][CH2:14][C@H:15]([C@@H:17]1[C@:35]2([CH3:36])[C@H:20]([C@H:21]3[C@H:32]([CH2:33][CH2:34]2)[C@:30]2([CH3:31])[C:24]([CH2:25][C@H:26]([CH2:28][CH2:29]2)[SH:27])=[CH:23][CH2:22]3)[CH2:19][CH2:18]1)[CH3:16])[CH3:11].C([O-])(=O)CCC([O-])=O.[N+](C1C=CC(SSC2C=CC([N+]([O-])=O)=CN=2)=NC=1)([O-])=O.C1(P(C2C=CC=CC=2)C2C=CC=CC=2)C=CC=CC=1>ClC(Cl)C.CN(C1C=CN=CC=1)C.C(#N)C.ClC(Cl)C.C(#N)C>[CH3:11][CH:10]([CH2:12][CH2:13][CH2:14][C@H:15]([C@@H:17]1[C@:35]2([CH3:36])[C@H:20]([C@H:21]3[C@H:32]([CH2:33][CH2:34]2)[C@:30]2([CH3:31])[C:24]([CH2:25][C@H:26]([CH2:28][CH2:29]2)[SH:27])=[CH:23][CH2:22]3)[CH2:19][CH2:18]1)[CH3:16])[CH3:9] |f:0.1.2,7.8|. Procedure: Succinate 27 (2.1 g, 1.9 mmol) was dissolved in dichloroethane (8 mL). To that solution DMAP (0.228 g, 1.9 mmol) was added. 2,2′-Dithio-bis(5-nitropyridine) (0.58 g, 1.9 mmol) in acetonitrile/dichloroethane (3:1, 8 mL) was added successively. To the resulting solution triphenylphosphine (0.49 g, 1.9 mmol) in acetonitrile (4 ml) was added. The reaction mixture turned bright orange in color. The solution was agitated briefly using wrist-action shaker (5 mins). Long chain alkyl amine-CPG (LCAA-CPG)...